Dataset: the Open Reaction Database (ORD), a public repository of structured organic reaction records. Task: describe an organic reaction: reactants, conditions, products, and yield The reactants are NC1=CC=C(C=C1)CC(=O)C=1N(C=CN1)CCC (2-(4-aminophenyl)-1-(1-propylimidazol-2-yl)ethanone), Cl.NO (hydroxylamine hydrochloride), C([O-])(O)=O.[Na+] (sodium bicarbonate). The solvent is C(C)O (ethanol). Product: NC1=CC=C(C=C1)C\C(=N/O)\C=1N(C=CN1)CCC ((1E)-2-(4-aminophenyl)-1-(1-propylimidazol-2-yl)ethanone oxime), NC1=CC=C(C=C1)C/C(=N/O)/C=1N(C=CN1)CCC ((1Z)-2-(4-aminophenyl)-1-(1-propylimidazol-2-yl)ethanone oxime). As a reaction SMILES: [NH2:1][C:2]1[CH:7]=[CH:6][C:5]([CH2:8][C:9]([C:11]2[N:12]([CH2:16][CH2:17][CH3:18])[CH:13]=[CH:14][N:15]=2)=O)=[CH:4][CH:3]=1.Cl.[NH2:20][OH:21].C(=O)(O)[O-].[Na+]>C(O)C>[NH2:1][C:2]1[CH:7]=[CH:6][C:5]([CH2:8]/[C:9](/[C:11]2[N:12]([CH2:16][CH2:17][CH3:18])[CH:13]=[CH:14][N:15]=2)=[N:20]\[OH:21])=[CH:4][CH:3]=1.[NH2:1][C:2]1[CH:7]=[CH:6][C:5]([CH2:8]/[C:9](/[C:11]2[N:12]([CH2:16][CH2:17][CH3:18])[CH:13]=[CH:14][N:15]=2)=[N:20]/[OH:21])=[CH:4][CH:3]=1 |f:1.2,3.4|. Procedure details: A solution of 2-(4-aminophenyl)-1-(1-propylimidazol-2-yl)ethanone (400 mg) and hydroxylamine hydrochloride (149 mg) in ethanol (15 ml) was refluxed for 1 day. The mixture was allowed to be at room temperature, saturated sodium bicarbonate solution was added to the mixture, extracted with ethyl acetate, and washed with saturated brine. The mixture was dried over magnesium sulfate, the solvent was distilled off under reduced pressure, and the obtained residue was purified by basic silica gel colum... The reactants are N(=[N+]=[N-])CCOCC(CC(=O)OCC)=O (Ethyl 4-(2-azidoethoxy)acetoacetate), N(=[N+]=[N-])CCO (2-azidoethanol), N\C(=C/C(=O)OC)\C (methyl 3-aminocrotonate), ClC1=C(C=O)C=CC=C1 (2-chlorobenzaldehyde). Run in CO (methanol). Product: N(=[N+]=[N-])CCOCC=1NC(=C(C(C1C(=O)OCC)C1=C(C=CC=C1)Cl)C(=O)OC)C (2-(2-Azidoethoxy)methyl-4-(2-chlorophenyl)-3-ethoxycarbonyl-5-methoxycarbonyl-6-methyl-1,4-dihydropyridine). Isolated yield 29.9%. As a reaction SMILES: [N:1]([CH2:4][CH2:5][O:6][CH2:7][C:8](=O)[CH2:9][C:10]([O:12][CH2:13][CH3:14])=[O:11])=[N+:2]=[N-:3].N(CCO)=[N+]=[N-].[NH2:22]/[C:23](/[CH3:29])=[CH:24]\[C:25]([O:27][CH3:28])=[O:26].[Cl:30][C:31]1[CH:38]=[CH:37][CH:36]=[CH:35][C:32]=1[CH:33]=O>CO>[N:1]([CH2:4][CH2:5][O:6][CH2:7][C:8]1[NH:22][C:23]([CH3:29])=[C:24]([C:25]([O:27][CH3:28])=[O:26])[CH:33]([C:32]2[CH:35]=[CH:36][CH:37]=[CH:38][C:31]=2[Cl:30])[C:9]=1[C:10]([O:12][CH2:13][CH3:14])=[O:11])=[N+:2]=[N-:3]. Procedure: Ethyl 4-(2-azidoethoxy)acetoacetate (46.4 g), prepared from 2-azidoethanol similarly to the method described in Preparation 3, was reacted with methyl 3-aminocrotonate (24.8 g) and 2-chlorobenzaldehyde (30.3 g) in methanol (150 ml) at reflux for 18 hours. After cooling to room temperature, the resulting solid was collected, washed twice with methanol and dried to give the title compound (28 g). The product could be crystallised from methanol, acetone or ethyl acetate. It was used directly. Reactants: C(C)(C)(C)OC(=O)NC1=C2C=CN(C2=CC=C1)C(C(=O)OC)(CC(=O)OC(C)(C)C)C1=CC=C(C=C1)Cl (4-tert-butyl 1-methyl 2-(4-(tert-butoxycarbonylamino)-1H-indol-1-yl)-2-(4-chlorophenyl)succinate), [Li+].[OH-] (LiOH). Run at time 3 hour. The product is C(C)(C)(C)OC(CC(C(=O)O)(C1=CC=C(C=C1)Cl)N1C=CC2=C(C=CC=C12)NC(=O)OC(C)(C)C)=O (4-tert-butoxy-2-(4-(tert-butoxycarbonylamino)-1H-indol-1-yl)-2-(4-chlorophenyl)-4-oxobutanoic acid). As a reaction SMILES: [C:1]([O:5][C:6]([NH:8][C:9]1[CH:17]=[CH:16][CH:15]=[C:14]2[C:10]=1[CH:11]=[CH:12][N:13]2[C:18]([C:31]1[CH:36]=[CH:35][C:34]([Cl:37])=[CH:33][CH:32]=1)([CH2:23][C:24]([O:26][C:27]([CH3:30])([CH3:29])[CH3:28])=[O:25])[C:19]([O:21]C)=[O:20])=[O:7])([CH3:4])([CH3:3])[CH3:2].[Li+].[OH-]>>[C:27]([O:26][C:24](=[O:25])[CH2:23][C:18]([N:13]1[C:14]2[C:10](=[C:9]([NH:8][C:6]([O:5][C:1]([CH3:4])([CH3:3])[CH3:2])=[O:7])[CH:17]=[CH:16][CH:15]=2)[CH:11]=[CH:12]1)([C:31]1[CH:32]=[CH:33][C:34]([Cl:37])=[CH:35][CH:36]=1)[C:19]([OH:21])=[O:20])([CH3:29])([CH3:30])[CH3:28] |f:1.2|. Reported procedure: A mixture of the product of step A (1.8 g, 3.4 mmol) and 3 N LiOH (410 mg, 17 mmol) was stirred at room temperature for 3 h. After the solvent was evaporated, the residue was dissolved in ethyl acetate (20 mL), and pH value adjusted to 6-7 with 1 M HCl. The organic layer was washed with brine, dried over sodium sulfate, filtered and concentrated in vacuo to give the title compound as colorless oil. LC/MS m/z=515.2[M+H]+.